From a dataset of the Open Reaction Database (ORD), a public repository of structured organic reaction records. describe an organic reaction: reactants, conditions, products, and yield Starting materials: [OH-].[Na+] (sodium hydroxide), [H-].[Al+3].[Li+].[H-].[H-].[H-] (Lithium aluminum hydride), ice, C(C1=CC=CC=C1)N1C([C@H](NC(C1)=O)C1=CC(=C(C=C1)C)OC)=O ((3R)-1-benzyl-3-(3-methoxy-4-methylphenyl)-2,5-piperazinedione). The solvent is O1CCCC1 (tetrahydrofuran). Product: C(C1=CC=CC=C1)N1C[C@H](NCC1)C1=CC(=C(C=C1)C)OC ((3R)-1-benzyl-3-(3-methoxy-4-methylphenyl)piperazine). Reaction SMILES: [H-].[Al+3].[Li+].[H-].[H-].[H-].[CH2:7]([N:14]1[CH2:19][C:18](=O)[NH:17][C@H:16]([C:21]2[CH:26]=[CH:25][C:24]([CH3:27])=[C:23]([O:28][CH3:29])[CH:22]=2)[C:15]1=O)[C:8]1[CH:13]=[CH:12][CH:11]=[CH:10][CH:9]=1.[OH-].[Na+]>O1CCCC1>[CH2:7]([N:14]1[CH2:19][CH2:18][NH:17][C@H:16]([C:21]2[CH:26]=[CH:25][C:24]([CH3:27])=[C:23]([O:28][CH3:29])[CH:22]=2)[CH2:15]1)[C:8]1[CH:9]=[CH:10][CH:11]=[CH:12][CH:13]=1 |f:0.1.2.3.4.5,7.8|. Reported procedure: Lithium aluminum hydride (0.378 g) was added to an ice-cooled suspension of (3R)-1-benzyl-3-(3-methoxy-4-methylphenyl)-2,5-piperazinedione (1.35 g) in tetrahydrofuran (22 ml) below 5° C. under nitrogen atmosphere. The mixture was stirred under reflux for 3 hours. After the mixture was cooled below 5° C., 2N sodium hydroxide was added to the mixture. After the mixture was stirred for 30 minutes, the insoluble materials were removed by filtration and washed with tetrahydrofuran. The filtrate and t... The reactants are CCO, O=Cc1ccccc1, NNc1ccc(Cl)cc1C(=O)O, Cl, O. Product: O=C(O)c1cc(Cl)ccc1NN=Cc1ccccc1. Reaction SMILES: [CH3:22][CH2:23][OH:24].[CH:1](=[O:2])[c:3]1[cH:4][cH:5][cH:6][cH:7][cH:8]1.[Cl:10][c:11]1[cH:12][cH:13][c:14]([NH:20][NH2:21])[c:15]([C:16](=[O:17])[OH:18])[cH:19]1.[ClH:9].[OH2:25]>>[CH:1]([c:3]1[cH:4][cH:5][cH:6][cH:7][cH:8]1)=[N:21][NH:20][c:14]1[cH:13][cH:12][c:11]([Cl:10])[cH:19][c:15]1[C:16](=[O:17])[OH:18]. Reactants: COC(=O)CNC(=O)c1c(C)[nH]c(C=NN=C2C(=O)Nc3ccc(F)cc32)c1C, CO, Cl, [Li+], [OH-], O. Product: Cc1[nH]c(C=NN=C2C(=O)Nc3ccc(F)cc32)c(C)c1C(=O)NCC(=O)O. RXN SMILES: [CH3:1][O:2][C:3]([CH2:4][NH:5][C:6](=[O:7])[c:8]1[c:9]([CH3:28])[nH:10][c:11]([CH:14]=[N:15][N:16]=[C:17]2[C:18](=[O:27])[NH:19][c:20]3[cH:21][cH:22][c:23]([F:26])[cH:24][c:25]32)[c:12]1[CH3:13])=[O:29].[CH3:30][OH:31].[ClH:34].[Li+:33].[OH-:32].[OH2:35]>>[O:2]=[C:3]([CH2:4][NH:5][C:6](=[O:7])[c:8]1[c:9]([CH3:28])[nH:10][c:11]([CH:14]=[N:15][N:16]=[C:17]2[C:18](=[O:27])[NH:19][c:20]3[cH:21][cH:22][c:23]([F:26])[cH:24][c:25]32)[c:12]1[CH3:13])[OH:29]. Reactants: CC1(C(=O)Nc2cccc(C(C)(C)C)c2)CCNCC1, CCN(C(C)C)C(C)C, CC(C)O, Cc1c[nH]c2ncnc(Cl)c12. The product is Cc1c[nH]c2ncnc(N3CCC(C)(C(=O)Nc4cccc(C(C)(C)C)c4)CC3)c12. Reaction SMILES: [C:1]([CH3:2])([CH3:3])([CH3:4])[c:5]1[cH:6][c:7]([NH:11][C:12](=[O:13])[C:14]2([CH3:20])[CH2:15][CH2:16][NH:17][CH2:18][CH2:19]2)[cH:8][cH:9][cH:10]1.[CH:32]([N:33]([CH2:34][CH3:35])[CH:36]([CH3:37])[CH3:38])([CH3:39])[CH3:40].[CH:41]([OH:42])([CH3:43])[CH3:44].[Cl:21][c:22]1[c:23]2[c:24]([n:25][cH:26][n:27]1)[nH:28][cH:29][c:30]2[CH3:31]>>[C:1]([CH3:2])([CH3:3])([CH3:4])[c:5]1[cH:6][c:7]([NH:11][C:12](=[O:13])[C:14]2([CH3:20])[CH2:15][CH2:16][N:17]([c:22]3[c:23]4[c:24]([n:25][cH:26][n:27]3)[nH:28][cH:29][c:30]4[CH3:31])[CH2:18][CH2:19]2)[cH:8][cH:9][cH:10]1. The reactants are Nc1cc(Br)cnc1Cl, CN(C)c1ccncc1, O=S(=O)(Cl)Cl, c1ccccc1, c1ccncc1. The product is O=S(=O)(Nc1cc(Br)cnc1Cl)c1ccccc1. Reaction SMILES: [Br:1][c:2]1[cH:3][c:4]([NH2:9])[c:5]([Cl:8])[n:6][cH:7]1.[CH3:27][N:28]([c:29]1[cH:30][cH:31][n:32][cH:33][cH:34]1)[CH3:35].[S:10](=[O:11])(=[O:12])([Cl:13])[Cl:14].[cH:15]1[cH:16][cH:17][cH:18][cH:19][cH:20]1.[cH:21]1[cH:22][cH:23][n:24][cH:25][cH:26]1>>[Br:1][c:2]1[cH:3][c:4]([NH:9][S:10](=[O:11])(=[O:12])[c:15]2[cH:16][cH:17][cH:18][cH:19][cH:20]2)[c:5]([Cl:8])[n:6][cH:7]1.